Task: describe an organic reaction: reactants, conditions, products, and yield. Dataset: the Open Reaction Database (ORD), a public repository of structured organic reaction records Reactants: COC(=O)C1N(CC(C1)O)C(=O)OC(C)(C)C (4-hydroxy-pyrrolidine-1,2-dicarboxylic acid 1-tert-butyl ester 2-methyl ester), [Cr](=O)(=O)([O-])O[Cr](=O)(=O)[O-].[NH+]1=CC=CC=C1.[NH+]1=CC=CC=C1 (pyridinium dichromate). Solvent: C(Cl)Cl (DCM). Reaction conditions: time 8 hour. The product is COC(=O)C1N(CC(C1)=O)C(=O)OC(C)(C)C (4-Oxo-pyrrolidine-1,2-dicarboxylic acid 1-tert-butyl ester 2-methyl ester). Reaction SMILES: [CH3:1][O:2][C:3]([CH:5]1[CH2:9][CH:8]([OH:10])[CH2:7][N:6]1[C:11]([O:13][C:14]([CH3:17])([CH3:16])[CH3:15])=[O:12])=[O:4].[Cr](O[Cr]([O-])(=O)=O)([O-])(=O)=O.[NH+]1C=CC=CC=1.[NH+]1C=CC=CC=1>C(Cl)Cl>[CH3:1][O:2][C:3]([CH:5]1[CH2:9][C:8](=[O:10])[CH2:7][N:6]1[C:11]([O:13][C:14]([CH3:17])([CH3:16])[CH3:15])=[O:12])=[O:4] |f:1.2.3|. Procedure details: To a solution of 4-hydroxy-pyrrolidine-1,2-dicarboxylic acid 1-tert-butyl ester 2-methyl ester (8 g, 32.65 mmol) in DCM (200 ml), pyridinium dichromate (24.55 g, 65.3 mmol) was added at 0° C. It was stirred at room temperature for overnight. Reaction mixture was filtered through celite pad and DCM layer was concentrated. Purification by column chromatography offered 4-oxo-pyrrolidine-1,2-dicarboxylic acid 1-tert-butyl ester 2-methyl ester as a white solid (6 g, 76%).